From a dataset of the Open Reaction Database (ORD), a public repository of structured organic reaction records. describe an organic reaction: reactants, conditions, products, and yield Reactants: C(C1=CC=CC=C1)=O (benzaldehyde), C(C)(=O)O[BH-](OC(C)=O)OC(C)=O.[Na+] (sodium triacetoxyborohydride), N1CCC(C(=O)N)CC1 (isonipecotamide). Run in O (water), ClCCl (dichloromethane). Product: C(C1=CC=CC=C1)NC(C1CCNCC1)=O (N-benzylisonipecotamide). Isolated yield 51.7%. Reaction SMILES: [NH:1]1[CH2:9][CH2:8][CH:4]([C:5]([NH2:7])=[O:6])[CH2:3][CH2:2]1.[CH:10](=O)[C:11]1[CH:16]=[CH:15][CH:14]=[CH:13][CH:12]=1.C(O[BH-](OC(=O)C)OC(=O)C)(=O)C.[Na+]>ClCCl.O>[CH2:10]([NH:7][C:5](=[O:6])[CH:4]1[CH2:8][CH2:9][NH:1][CH2:2][CH2:3]1)[C:11]1[CH:16]=[CH:15][CH:14]=[CH:13][CH:12]=1 |f:2.3|. Procedure details: To a suspension of isonipecotamide (12.3 g, 96 mmol) in 200 mL of dichloromethane, was added, benzaldehyde (10.6 g, 100 mmol) and sodium triacetoxyborohydride (29.7 gm, 140 mmol) and the mixture was stirred at room temperature for 5 days. The thick white mixture was diluted with 100 mL water and extracted with EtOAc (2×20 mL) The aqueous phase was basified with 1N NaOH to pH 22 12. The resulting white precipitate was collected by suction filtration. The white solid was subsequently taken up in 5... The reactants are [OH-].[Na+] (NaOH), C1(=CC=CC=C1)CCN (2-Phenylethylamine), S(=O)(=O)(O)O.CSC(N)=N (S-methylisothiourea sulfate), cuprous sulfate, O (water). The solvent is C(C)O (ethanol). Product: S(=O)(=O)(O)O.C1(=CC=CC=C1)CCNC(=N)N.C1(=CC=CC=C1)CCNC(=N)N (2-phenylethylguanidine hemisulfate). Yield: 127.0%. As a reaction SMILES: [C:1]1([CH2:7][CH2:8][NH2:9])[CH:6]=[CH:5][CH:4]=[CH:3][CH:2]=1.[S:10]([OH:14])([OH:13])(=[O:12])=[O:11].CS[C:17](=[NH:19])[NH2:18].O.[OH-].[Na+]>C(O)C>[S:10]([OH:14])([OH:13])(=[O:12])=[O:11].[C:1]1([CH2:7][CH2:8][NH:9][C:17]([NH2:19])=[NH:18])[CH:6]=[CH:5][CH:4]=[CH:3][CH:2]=1.[C:1]1([CH2:7][CH2:8][NH:9][C:17]([NH2:19])=[NH:18])[CH:6]=[CH:5][CH:4]=[CH:3][CH:2]=1 |f:1.2,4.5,7.8.9|. Reported procedure: 2-Phenylethylamine (8.49 g, 70.1 mmol) and S-methylisothiourea sulfate (9.43 g, 33.9 mmol) was dissolved in 100 ml destilled water. Air was passed over the reaction mixture and through 50% NaOH (500 ml) and then through 5% cuprous sulfate (250 ml). The reaction mixture was heated at reflux for 5 hours. Evaporation of the solvent yielded a white powder. The product was isolated by crystallisation from 96% ethanol, washed with cold acetone and diethyl ether and dried in a desicator. After three cr... Starting materials: BrC1=NC=CC2=C1SC(=N2)C2=C(C=CC=C2F)Cl (4-bromo-2-(2-chloro-6-fluorophenyl)thiazolo[5,4-c]pyridine), CC1=NC(=CC(=N1)N)N1CCOCC1 (2-methyl-6-morpholinopyrimidin-4-amine), CC1(C2=C(C(=CC=C2)P(C3=CC=CC=C3)C4=CC=CC=C4)OC5=C(C=CC=C51)P(C6=CC=CC=C6)C7=CC=CC=C7)C (XantPhos), C(=O)([O-])[O-].[Cs+].[Cs+] (Cs2CO3). Reagents/catalysts: C=1C=CC(=CC1)/C=C/C(=O)/C=C/C2=CC=CC=C2.C=1C=CC(=CC1)/C=C/C(=O)/C=C/C2=CC=CC=C2.C=1C=CC(=CC1)/C=C/C(=O)/C=C/C2=CC=CC=C2.[Pd].[Pd] (Pd2(dba)3). The solvent is O1CCOCC1 (dioxane). Product: ClC1=C(C(=CC=C1)F)C=1SC=2C(=NC=CC2N1)NC1=NC(=NC(=C1)N1CCOCC1)C (2-(2-Chloro-6-fluorophenyl)-N-(2-methyl-6-morpholinopyrimidin-4-yl)thiazolo[5,4-c]pyridin-4-amine). Isolated yield 15.9%. Reaction SMILES: Br[C:2]1[C:7]2[S:8][C:9]([C:11]3[C:16]([F:17])=[CH:15][CH:14]=[CH:13][C:12]=3[Cl:18])=[N:10][C:6]=2[CH:5]=[CH:4][N:3]=1.[CH3:19][C:20]1[N:25]=[C:24]([NH2:26])[CH:23]=[C:22]([N:27]2[CH2:32][CH2:31][O:30][CH2:29][CH2:28]2)[N:21]=1.CC1(C)C2C(=C(P(C3C=CC=CC=3)C3C=CC=CC=3)C=CC=2)OC2C(P(C3C=CC=CC=3)C3C=CC=CC=3)=CC=CC1=2.C([O-])([O-])=O.[Cs+].[Cs+]>O1CCOCC1.C1C=CC(/C=C/C(/C=C/C2C=CC=CC=2)=O)=CC=1.C1C=CC(/C=C/C(/C=C/C2C=CC=CC=2)=O)=CC=1.C1C=CC(/C=C/C(/C=C/C2C=CC=CC=2)=O)=CC=1.[Pd].[Pd]>[Cl:18][C:12]1[CH:13]=[CH:14][CH:15]=[C:16]([F:17])[C:11]=1[C:9]1[S:8][C:7]2[C:2]([NH:26][C:24]3[CH:23]=[C:22]([N:27]4[CH2:32][CH2:31][O:30][CH2:29][CH2:28]4)[N:21]=[C:20]([CH3:19])[N:25]=3)=[N:3][CH:4]=[CH:5][C:6]=2[N:10]=1 |f:3.4.5,7.8.9.10.11|. Procedure details: To a microwave tube was added 4-bromo-2-(2-chloro-6-fluorophenyl)thiazolo[5,4-c]pyridine (0.050 g, 1.5 mmol), 2-methyl-6-morpholinopyrimidin-4-amine (0.043 g, 0.22 mmol), Pd2(dba)3 (0.013 g, 0.017 mmol), XantPhos (0.017 g, 0.034 mmol) and Cs2CO3 (0.11 g, 0.34 mmol) in dioxane (2.0 mL). The mixture was degassed with N2 for 10 minutes and then irradiated in a microwave reactor at 160° C. for 2 hours. After cooling to room temperature, the solid was removed via filtration and the filtrate was conce... The reactants are C(=O)(O)[O-].[Na+] (NaHCO3), N1=CC(=CC=C1)C(CC1=C(C=CC=C1)Br)(O)O (1-(pyrid-3-yl)-2-(2-bromophenyl)-ethanediol), CC(C)(C)C=O (pivaldehyde), B(F)(F)F.CCOCC (boron trifluoride etherate). Solvent: C(Cl)Cl (methylene chloride). Run at time 8 hour. The product is C(C)(C)(C)C1OC(C(O1)C=1C=NC=CC1)C1=C(C=CC=C1)Br (2-tert-Butyl-4-(pyrid-3-yl)-5-(2-bromophenyl)-1,3-dioxolane). As a reaction SMILES: [N:1]1[CH:6]=[CH:5][CH:4]=[C:3]([C:7]([OH:17])(O)[CH2:8][C:9]2[CH:14]=[CH:13][CH:12]=[CH:11][C:10]=2[Br:15])[CH:2]=1.[CH3:18][C:19]([CH:22]=[O:23])([CH3:21])[CH3:20].B(F)(F)F.CCOCC.C([O-])(O)=O.[Na+]>C(Cl)Cl>[C:19]([CH:22]1[O:17][CH:7]([C:3]2[CH:2]=[N:1][CH:6]=[CH:5][CH:4]=2)[CH:8]([C:9]2[CH:14]=[CH:13][CH:12]=[CH:11][C:10]=2[Br:15])[O:23]1)([CH3:21])([CH3:20])[CH3:18] |f:2.3,4.5|. Reported procedure: 8 g (0.027 mol) of 1-(pyrid-3-yl)-2-(2-bromophenyl)-ethanediol and 4.5 g (0.0525 mol) of pivaldehyde were dissolved in 100 ml of methylene chloride. This was achieved by adding 4.35 ml (0.0525 mol) of boron trifluoride etherate dropwise at room temperature and stirring overnight. Thereafter, the mixture was poured onto ice water and was neutralized with NaHCO3 solution. The organic phase was washed with water, dried over Na2SO4 and filtered, and the filtrate was evaporated down. The crude produc... Reaction conditions: temperature 25 celsius, time 2 hour. Reaction SMILES: Nc1ccc(Cl)cn1.O=C(O)COc1ccccc1.CCN=C=NCCCN(C)C.Cl.CCOC(=O)C(=NO)C#N.CN(C)C=O>>O=C(COc1ccccc1)Nc1ccc(Cl)cn1. Isolated yield 45.4%. Starting materials: O=C(O)COc1ccccc1, Nc1ccc(Cl)cn1. Yields the product O=C(COc1ccccc1)Nc1ccc(Cl)cn1. The reagents and catalysts are CCN=C=NCCCN(C)C.Cl (EDC-HCl), CCOC(=O)C(=NO)C#N (Oxyma). Run in CN(C)C=O (DMF), CN(C)C=O (DMF), CN(C)C=O (DMF), CN(C)C=O (DMF), CN(C)C=O (DMF), CN(C)C=O (DMF). The reactants are CCOC(=O)CCCC1(C(=O)OCC)CCN(S(=O)(=O)c2ccc(C)cc2)c2ccccc2C1=O, CC[SiH](CC)CC, CS(=O)(=O)O, ClCCCl, O=C(O)C(F)(F)F. Product: CCOC(=O)CCCC1(C(=O)OCC)CCN(S(=O)(=O)c2ccc(C)cc2)c2ccccc2C1. RXN SMILES: [CH2:1]([CH3:2])[O:3][C:4](=[O:5])[C:6]1([CH2:28][CH2:29][CH2:30][C:31](=[O:32])[O:33][CH2:34][CH3:35])[C:7](=[O:27])[c:8]2[c:9]([cH:23][cH:24][cH:25][cH:26]2)[N:10]([S:13](=[O:14])(=[O:15])[c:16]2[cH:17][cH:18][c:19]([CH3:22])[cH:20][cH:21]2)[CH2:11][CH2:12]1.[CH2:48]([SiH:49]([CH2:50][CH3:51])[CH2:52][CH3:53])[CH3:54].[CH3:43][S:44](=[O:45])(=[O:46])[OH:47].[Cl:55][CH2:56][CH2:57][Cl:58].[OH:36][C:37]([C:38]([F:39])([F:40])[F:41])=[O:42]>>[CH2:1]([CH3:2])[O:3][C:4](=[O:5])[C:6]1([CH2:28][CH2:29][CH2:30][C:31](=[O:32])[O:33][CH2:34][CH3:35])[CH2:7][c:8]2[c:9]([cH:23][cH:24][cH:25][cH:26]2)[N:10]([S:13](=[O:14])(=[O:15])[c:16]2[cH:17][cH:18][c:19]([CH3:22])[cH:20][cH:21]2)[CH2:11][CH2:12]1. The reactants are CCC1(CC)c2cc(Br)ccc2-c2ccc(C=O)cc21, CCCCP(CCCC)CCCC, Cc1ccccc1, [I-], [K+], Br[Ni]Br, CN(C)C=O. The product is CCC1(CC)c2cc(I)ccc2-c2ccc(C=O)cc21. As a reaction SMILES: [CH2:1]([CH3:2])[C:3]1([CH2:19][CH3:20])[c:4]2[cH:5][c:6]([Br:18])[cH:7][cH:8][c:9]2-[c:10]2[cH:11][cH:12][c:13]([CH:16]=[O:17])[cH:14][c:15]21.[CH2:21]([P:22]([CH2:23][CH2:24][CH2:25][CH3:26])[CH2:27][CH2:28][CH2:29][CH3:30])[CH2:31][CH2:32][CH3:33].[CH3:41][c:42]1[cH:43][cH:44][cH:45][cH:46][cH:47]1.[I-:35].[K+:34].[Ni:48]([Br:49])[Br:50].[O:36]=[CH:37][N:38]([CH3:39])[CH3:40]>>[CH2:1]([CH3:2])[C:3]1([CH2:19][CH3:20])[c:4]2[cH:5][c:6]([I:35])[cH:7][cH:8][c:9]2-[c:10]2[cH:11][cH:12][c:13]([CH:16]=[O:17])[cH:14][c:15]21. The reactants are COc1ccc(O)cc1, CN(C)C=O, CCn1nc(C)c(C(=O)c2ccccc2)c1Cl, [H-], [Na+], O. Yields the product CCn1nc(C)c(C(=O)c2ccccc2)c1Oc1ccc(OC)cc1. RXN SMILES: [CH3:18][O:19][c:20]1[cH:21][cH:22][c:23]([OH:26])[cH:24][cH:25]1.[CH3:30][N:31]([CH3:32])[CH:33]=[O:34].[Cl:1][c:2]1[c:3]([C:10](=[O:11])[c:12]2[cH:13][cH:14][cH:15][cH:16][cH:17]2)[c:4]([CH3:9])[n:5][n:6]1[CH2:7][CH3:8].[H-:27].[Na+:28].[OH2:29]>>[c:2]1([O:26][c:23]2[cH:22][cH:21][c:20]([O:19][CH3:18])[cH:25][cH:24]2)[c:3]([C:10](=[O:11])[c:12]2[cH:13][cH:14][cH:15][cH:16][cH:17]2)[c:4]([CH3:9])[n:5][n:6]1[CH2:7][CH3:8]. Reactants: N1(CCCC1)C1=CC=NC=C1 (4-(1-pyrrolidinyl)pyridine), N1=CC=C(C=C1)CCCO (4-pyridinepropanol), ( 20 ), ( 19 ), C(C(=C)C)(=O)O (methacrylic acid), C1(CCCCC1)N=C=NC1CCCCC1 (N,N′-dicyclohexylcarbodiimide). Run in ClCCl (dichloromethane). Yields the product N1=CC=C(C=C1)CCCO.C(C(=C)C)(=O)[O-] (4-pyridinepropanol methacrylate). Reaction SMILES: [N:1]1[CH:6]=[CH:5][C:4]([CH2:7][CH2:8][CH2:9][OH:10])=[CH:3][CH:2]=1.[C:11]([OH:16])(=[O:15])[C:12]([CH3:14])=[CH2:13].N1(C2C=CN=CC=2)CCCC1.C1(N=C=NC2CCCCC2)CCCCC1>ClCCl>[N:1]1[CH:6]=[CH:5][C:4]([CH2:7][CH2:8][CH2:9][OH:10])=[CH:3][CH:2]=1.[C:11]([O-:16])(=[O:15])[C:12]([CH3:14])=[CH2:13] |f:5.6|. Procedure: After 6.85 g (50 mmol) of 4-pyridinepropanol (manufactured by Aldrich Co.) represented by formula (19), 4.73 g (55 mmol) of methacrylic acid (manufactured by Aldrich Co.) represented by formula (20), and 740 mg (5 mmol) of 4-(1-pyrrolidinyl)pyridine (manufactured by Aldrich Co.) were dissolved in 100 ml of dehydrated dichloromethane (manufactured by WAKO Co.), 11.3 g (55 mmol) of N,N′-dicyclohexylcarbodiimide (DCC) (manufactured by Aldrich Co.) was added thereto and allowed to react at room temp...